From a dataset of the Open Reaction Database (ORD), a public repository of structured organic reaction records. describe an organic reaction: reactants, conditions, products, and yield Reactants: CC(Cl)c1cccnc1, OC(C1)CCN1CC. The reagents and catalysts are O=C([O-])[O-].[Cs+].[Cs+] (cesium carbonate), [I-].[K+] (potassium iodide). Solvent: CN(C)C=O (DMF), CN(C)C=O (dmf), CN(C)C=O (DMF). Reaction conditions: temperature 70 celsius, time 16 hour. The product is CC(C%22=CC=CN=C%22)OC(C%23)CCN%23CC. The reactants are FC=1C=C(C=CC1)C(CC(C(=O)O)=O)(C)C (4-(3-fluorophenyl)-4-methyl-2-oxovaleric acid), S(O)(O)(=O)=O (sulfuric acid), C(C)O (ethanol). Yields the product C(C)OC(C(CC(C)(C)C1=CC(=CC=C1)F)=O)=O (4-(3-Fluorophenyl)-4-methyl-2-oxovaleric acid-ethyl ester). As a reaction SMILES: [F:1][C:2]1[CH:3]=[C:4]([C:8]([CH3:16])([CH3:15])[CH2:9][C:10](=[O:14])[C:11]([OH:13])=[O:12])[CH:5]=[CH:6][CH:7]=1.S(=O)(=O)(O)O.[CH2:22](O)[CH3:23]>>[CH2:22]([O:12][C:11](=[O:13])[C:10](=[O:14])[CH2:9][C:8]([C:4]1[CH:5]=[CH:6][CH:7]=[C:2]([F:1])[CH:3]=1)([CH3:16])[CH3:15])[CH3:23]. Procedure: 5.6 g of 4-(3-fluorophenyl)-4-methyl-2-oxovaleric acid and 0.197 ml of sulfuric acid in 150 ml of ethanol are refluxed for 3 hours. The solvent is distilled off. The residue is taken up in ethyl acetate, washed with saturated sodium bicarbonate solution, dried (Na2SO4) and concentrated by evaporation. After bulb tube distillation, 5.6 g of 4-(3-fluorophenyl)-4-methyl-2-oxovaleric acid-ethyl ester with a boiling point of 130° C./0.04 hPA is obtained.